Dataset: the Open Reaction Database (ORD), a public repository of structured organic reaction records. Task: describe an organic reaction: reactants, conditions, products, and yield The reactants are ClC1=CC=C(C=N1)CC=1C=C2C(N(C=NC2=C2C1C=CC=C2)C2CCN(CC2)C(=O)OCC2=CC=CC=C2)=O (benzyl 4-[6-[(6-chloropyridin-3-yl)methyl]-4-oxobenzo[h]quinazolin-3 (4H)-yl]piperidine-1-carboxylate). Run in Br.C(C)(=O)O (HBr acetic acid). The product is ClC1=CC=C(C=N1)CC=1C=C2C(N(C=NC2=C2C1C=CC=C2)C2CCNCC2)=O (6-[(6-Chloropyridin-3-yl)methyl]-3-piperidin-4-ylbenzo[h]quinazolin-4(3H)-one). Reaction SMILES: [Cl:1][C:2]1[N:7]=[CH:6][C:5]([CH2:8][C:9]2[CH:10]=[C:11]3[C:16](=[C:17]4[CH:22]=[CH:21][CH:20]=[CH:19][C:18]=24)[N:15]=[CH:14][N:13]([CH:23]2[CH2:28][CH2:27][N:26](C(OCC4C=CC=CC=4)=O)[CH2:25][CH2:24]2)[C:12]3=[O:39])=[CH:4][CH:3]=1>Br.C(O)(=O)C>[Cl:1][C:2]1[N:7]=[CH:6][C:5]([CH2:8][C:9]2[CH:10]=[C:11]3[C:16](=[C:17]4[CH:22]=[CH:21][CH:20]=[CH:19][C:18]=24)[N:15]=[CH:14][N:13]([CH:23]2[CH2:28][CH2:27][NH:26][CH2:25][CH2:24]2)[C:12]3=[O:39])=[CH:4][CH:3]=1 |f:1.2|. Reported procedure: A solution of benzyl 4-[6-[(6-chloropyridin-3-yl)methyl]-4-oxobenzo[h]quinazolin-3 (4H)-yl]piperidine-1-carboxylate (0.130 g, 0.241 mmol) in 3 mL of HBr/acetic acid solution (48.0% wt, 264 mmol) was stirred at rt for 3 h. The mixture was concentrated in vacuo and azetroped 3× with toluene. The residue was purified via preparative reverse phase HPLC to provide the title compound that gave proton NMR spectra consistent with theory and a mass ion (ES+) of 404.9 for M+H+: 1H NMR (400 MHz, d6-DMSO) δ... Reaction SMILES: [F:1][C:2]1[C:7]([F:8])=[CH:6][CH:5]=[C:4]([F:9])[C:3]=1[CH2:10][C:11]([O:13]CC)=[O:12].[OH-].[Na+].Cl>C(O)C>[F:1][C:2]1[C:7]([F:8])=[CH:6][CH:5]=[C:4]([F:9])[C:3]=1[CH2:10][C:11]([OH:13])=[O:12] |f:1.2|. The yield is 98.5%. Reactants: [OH-].[Na+] (sodium hydroxide), FC1=C(C(=CC=C1F)F)CC(=O)OCC (Ethyl 2-(2,3,6-trifluorophenyl)acetate), Cl (hydrochloric acid). Run in C(C)O (ethanol). The product is FC1=C(C(=CC=C1F)F)CC(=O)O (2-(2,3,6-trifluorophenyl)acetic acid). Reported procedure: Ethyl 2-(2,3,6-trifluorophenyl)acetate (16.2 g) is dissolved in ethanol (60 ml). The mixture is stirred and thereto is added 3N sodium hydroxide (200 ml), and the mixture is stirred at 70° C. for one hour. After cooling, 6N hydrochloric acid (120 ml) is added to the mixture. The resulting white powdery precipitates are dissolved by adding thereto diethyl ether. The diethyl ether layer is separated and dried over magnesium sulfate and then concentrated under reduced pressure to give 2-(2,3,6-trif... Starting materials: COC(=O)NC1CCc2c(ccc(OC)c2OC)C1=O, CO, Cl, CNC1CCc2c(ccc(O)c2O)C1. The product is COC(=O)NC1CCc2c(ccc(OC)c2OC)C1. RXN SMILES: [CH3:1][O:2][C:3](=[O:4])[NH:5][CH:6]1[C:7](=[O:20])[c:8]2[cH:9][cH:10][c:11]([O:18][CH3:19])[c:12]([O:16][CH3:17])[c:13]2[CH2:14][CH2:15]1.[CH3:36][OH:37].[ClH:21].[OH:22][c:23]1[c:24]([OH:25])[cH:26][cH:27][c:28]2[c:29]1[CH2:30][CH2:31][CH:32]([NH:33][CH3:34])[CH2:35]2>>[CH3:1][O:2][C:3](=[O:4])[NH:5][CH:6]1[CH2:7][c:8]2[cH:9][cH:10][c:11]([O:18][CH3:19])[c:12]([O:16][CH3:17])[c:13]2[CH2:14][CH2:15]1. The reactants are CC(=O)O[BH-](OC(C)=O)OC(C)=O, CN1CCNCC1, NC(=O)Nc1sc(-c2ccccc2C=O)cc1C(N)=O, [Na+], C1CCOC1. Yields the product CN1CCN(Cc2ccccc2-c2cc(C(N)=O)c(NC(N)=O)s2)CC1. RXN SMILES: [C:21]([O:22][BH-:23]([O:24][C:25](=[O:26])[CH3:27])[O:28][C:29](=[O:30])[CH3:31])(=[O:32])[CH3:33].[CH3:35][N:36]1[CH2:37][CH2:38][NH:39][CH2:40][CH2:41]1.[NH2:1][C:2](=[O:3])[NH:4][c:5]1[s:6][c:7](-[c:13]2[c:14]([CH:19]=[O:20])[cH:15][cH:16][cH:17][cH:18]2)[cH:8][c:9]1[C:10](=[O:11])[NH2:12].[Na+:34].[O:42]1[CH2:43][CH2:44][CH2:45][CH2:46]1>>[NH2:1][C:2](=[O:3])[NH:4][c:5]1[s:6][c:7](-[c:13]2[c:14]([CH2:19][N:39]3[CH2:38][CH2:37][N:36]([CH3:35])[CH2:41][CH2:40]3)[cH:15][cH:16][cH:17][cH:18]2)[cH:8][c:9]1[C:10](=[O:11])[NH2:12].